Dataset: the Open Reaction Database (ORD), a public repository of structured organic reaction records. Task: describe an organic reaction: reactants, conditions, products, and yield Starting materials: FC1=C(C=CC=C1)C1=NC2=NC=CC=C2C(=C1)C=1C=NC=C(C1)C=1C=NN(C1)CCOC1OCCCC1 (2-(2-fluoro-phenyl)-4-(5-{1-[2-(tetrahydro-pyran-2-yloxy)-ethyl]-1H-pyrazol-4-yl}-pyridin-3-yl)-[1,8]naphthyridine), solution, Cl (hydrochloric acid). Solvent: ClCCl (dichloromethane), O1CCOCC1 (dioxane). Reaction conditions: time 60 minute. The product is FC1=C(C=CC=C1)C1=NC2=NC=CC=C2C(=C1)C=1C=C(C=NC1)C=1C=NN(C1)CCO (2-(4-{5-[2-(2-fluoro-phenyl)-[1,8]naphthyridin-4-yl]-pyridin-3-yl}-pyrazol-1-yl)-ethanol). RXN SMILES: [F:1][C:2]1[CH:7]=[CH:6][CH:5]=[CH:4][C:3]=1[C:8]1[CH:17]=[C:16]([C:18]2[CH:19]=[N:20][CH:21]=[C:22]([C:24]3[CH:25]=[N:26][N:27]([CH2:29][CH2:30][O:31]C4CCCCO4)[CH:28]=3)[CH:23]=2)[C:15]2[C:10](=[N:11][CH:12]=[CH:13][CH:14]=2)[N:9]=1.Cl>ClCCl.O1CCOCC1>[F:1][C:2]1[CH:7]=[CH:6][CH:5]=[CH:4][C:3]=1[C:8]1[CH:17]=[C:16]([C:18]2[CH:23]=[C:22]([C:24]3[CH:25]=[N:26][N:27]([CH2:29][CH2:30][OH:31])[CH:28]=3)[CH:21]=[N:20][CH:19]=2)[C:15]2[C:10](=[N:11][CH:12]=[CH:13][CH:14]=2)[N:9]=1. Procedure details: A solution of 219 mg (0.44 mmol) 2-(2-fluoro-phenyl)-4-(5-{1-[2-(tetrahydro-pyran-2-yloxy)-ethyl]-1H-pyrazol-4-yl}-pyridin-3-yl)-[1,8]naphthyridine in 7 ml dichloromethane was treated with 0.52 ml of a 4 N solution of hydrochloric acid in dioxane. The reaction mixture was stirred for 60 minutes and the precipitate that had formed was filtered off. The residue was dissolved in water and treated with saturated sodium carbonate solution. The resulting precipitate was filtered off, washed with water...